This data is from the Open Reaction Database (ORD), a public repository of structured organic reaction records. The task is: describe an organic reaction: reactants, conditions, products, and yield RXN SMILES: [C:1]([C:3]1[CH:4]=[N:5][N:6]2[CH:11]=[C:10]([C:12]3[CH:13]=[N:14][N:15]([CH3:17])[CH:16]=3)[CH:9]=[C:8]([O:18][CH3:19])[C:7]=12)#[CH:2].I[C:21]1[CH:22]=[N:23][N:24]([C:27]2[CH:32]=[CH:31][CH:30]=[CH:29][CH:28]=2)[C:25]=1[CH3:26].O1C=CC=C1P(C1OC=CC=1)C1OC=CC=1.C(NC(C)C)(C)C>[CH2-]C=C.[CH2-]C=C.Cl[Pd+].Cl[Pd+].[Cu]I.C(#N)C>[CH3:19][O:18][C:8]1[C:7]2[N:6]([N:5]=[CH:4][C:3]=2[C:1]#[C:2][C:21]2[CH:22]=[N:23][N:24]([C:27]3[CH:28]=[CH:29][CH:30]=[CH:31][CH:32]=3)[C:25]=2[CH3:26])[CH:11]=[C:10]([C:12]2[CH:13]=[N:14][N:15]([CH3:17])[CH:16]=2)[CH:9]=1 |f:4.5.6.7|. Run in C(C)#N (acetonitrile). Procedure details: 3-ethynyl-4-methoxy-6-(1-methyl-1H-pyrazol-4-yl)pyrazolo[1,5-a]pyridine (20.0 mg, 0.079 mmol), 4-iodo-5-methyl-1-phenyl-1H-pyrazole (33.8 mg, 0.119 mmol), allylpalladium chloride dimer (2.9 mg, 7.93 mmol), tri(2-furyl)phosphine (3.7 mg, 0.016 mmol) and copper (I) iodide (0.8 mg, 4 mmol) were combined into one vial fitted with a Teflon septum. The vial was and flushed with nitrogen and acetonitrile (0.8 mL) and diisopropylamine (0.034 mL, 0.238 mmol) were added. After sparging with nitrogen for 5... Starting materials: C(C)(C)NC(C)C (diisopropylamine), C(#C)C=1C=NN2C1C(=CC(=C2)C=2C=NN(C2)C)OC (3-ethynyl-4-methoxy-6-(1-methyl-1H-pyrazol-4-yl)pyrazolo[1,5-a]pyridine), Teflon, IC=1C=NN(C1C)C1=CC=CC=C1 (4-iodo-5-methyl-1-phenyl-1H-pyrazole), O1C(=CC=C1)P(C=1OC=CC1)C=1OC=CC1 (tri(2-furyl)phosphine). Reaction conditions: temperature 45 celsius. The product is COC=1C=2N(C=C(C1)C=1C=NN(C1)C)N=CC2C#CC=2C=NN(C2C)C2=CC=CC=C2 (4-methoxy-3-[(5-methyl-1-phenyl-1H-pyrazol-4-yl)ethynyl]-6-(1-methyl-1H-pyrazol-4-yl)pyrazolo[1,5-a]pyridine). Reagents/catalysts: [Cu]I (copper (I) iodide), [CH2-]C=C.[CH2-]C=C.Cl[Pd+].Cl[Pd+] (allylpalladium chloride dimer). Reactants: S1C(=NC2=C1C=CC=C2)C=2C(=NC(=NC2OC)S(=O)(=O)C)N[C@@H]2C[C@@H]([C@@H]1[C@H]2OC(O1)(C)C)CO (((3aR,4R,6R,6aS)-6-(5-(Benzo[d]thiazol-2-yl)-6-methoxy-2-(methylsulfonyl)pyrimidin-4-ylamino)-2,2-dimethyltetrahydro-3aH-cyclopenta[d][1,3]dioxol-4-yl)methanol), [OH-].[NH4+] (ammonium hydroxide), O (water). Solvent: O1CCOCC1 (1,4-dioxane). Run at temperature 80 celsius. Product: NC1=NC(=C(C(=N1)N[C@@H]1C[C@@H]([C@@H]2[C@H]1OC(O2)(C)C)CO)C=2SC1=C(N2)C=CC=C1)OC (((3aR,4R,6R,6aS)-6-(2-Amino-5-(benzo[d]thiazol-2-yl)-6-methoxypyrimidin-4-ylamino)-2,2-dimethyltetrahydro-3aH-cyclopenta[d][1,3]dioxol-4-yl)methanol). Reaction SMILES: [S:1]1[C:5]2[CH:6]=[CH:7][CH:8]=[CH:9][C:4]=2[N:3]=[C:2]1[C:10]1[C:11]([NH:22][C@H:23]2[C@@H:27]3[O:28][C:29]([CH3:32])([CH3:31])[O:30][C@@H:26]3[C@@H:25]([CH2:33][OH:34])[CH2:24]2)=[N:12][C:13](S(C)(=O)=O)=[N:14][C:15]=1[O:16][CH3:17].[OH-].[NH4+:36].O>O1CCOCC1>[NH2:36][C:13]1[N:12]=[C:11]([NH:22][C@H:23]2[C@@H:27]3[O:28][C:29]([CH3:32])([CH3:31])[O:30][C@@H:26]3[C@@H:25]([CH2:33][OH:34])[CH2:24]2)[C:10]([C:2]2[S:1][C:5]3[CH:6]=[CH:7][CH:8]=[CH:9][C:4]=3[N:3]=2)=[C:15]([O:16][CH3:17])[N:14]=1 |f:1.2|. Reported procedure: A mixture of Compound 8 (1.36 g, 2.458 mmol) and ammonium hydroxide (25 ml, 180 mmol) in 1,4-dioxane (25 ml) was heated in a sealed tube at 80° C. for a period of 1 hr. The solution was cooled to room temperature, and water was added. The aqueous layer was extracted twice by dichloromethane and the combined organic extracts were dried (Na2SO4), filtered and concentrated under vacuum. The residue was then purified by column chromatrography on silica gel (EtOAc/hexanes) to give the title compound....